This data is from the Open Reaction Database (ORD), a public repository of structured organic reaction records. The task is: describe an organic reaction: reactants, conditions, products, and yield Starting materials: ClCCl, OCCCc1ccco1. Product: O=CCCc1ccco1. As a reaction SMILES: [Cl:10][CH2:11][Cl:12].[o:1]1[c:2]([CH2:6][CH2:7][CH2:8][OH:9])[cH:3][cH:4][cH:5]1>>[o:1]1[c:2]([CH2:6][CH2:7][CH:8]=[O:9])[cH:3][cH:4][cH:5]1. Starting materials: N(=[N+]=[N-])CC(=O)NC1=C(C=C(C=C1)C1(OCCO1)C1=CC=C(C=C1)Cl)C(C1=CC=CC=C1)=O (2-azido-N-[2-benzoyl-4-[2-(4-chlorophenyl)-1,3-dioxolan-2-yl]phenyl]acetamide). The reagents and catalysts are [Pd] (Pd/C). Solvent: C1CCOC1 (THF), C(C)O (ethanol). The product is ClC1=CC=C(C(=O)C=2C=CC3=C(C(=NCC(N3)=O)C3=CC=CC=C3)C2)C=C1 (7-(4-chlorobenzoyl)-1,3-dihydro-5-phenyl-2H-1,4-benzodiazepin-2-one). The yield is 2.4%. RXN SMILES: [N:1]([CH2:4][C:5]([NH:7][C:8]1[CH:13]=[CH:12][C:11]([C:14]2([C:19]3[CH:24]=[CH:23][C:22]([Cl:25])=[CH:21][CH:20]=3)OCC[O:15]2)=[CH:10][C:9]=1[C:26](=O)[C:27]1[CH:32]=[CH:31][CH:30]=[CH:29][CH:28]=1)=[O:6])=[N+]=[N-]>C1COCC1.[Pd].C(O)C>[Cl:25][C:22]1[CH:23]=[CH:24][C:19]([C:14]([C:11]2[CH:12]=[CH:13][C:8]3[NH:7][C:5](=[O:6])[CH2:4][N:1]=[C:26]([C:27]4[CH:28]=[CH:29][CH:30]=[CH:31][CH:32]=4)[C:9]=3[CH:10]=2)=[O:15])=[CH:20][CH:21]=1. Procedure: Intermediate (26) (0.1052 mol) in THF (220 ml) was hydrogenated with Pd/C (0.6 g) as a catalyst at room temperature for 8 h under a 2 bar pressure in a Parr apparatus. After uptake of H2, the catalyst was filtered over celite and the filtrate was evaporated till dryness. The residue (47.9 g) was purified by column chromatography over silica gel (eluent: CH2Cl2/CH3OH/NH4OH 98/2/0.1) (35–70 μm). The pure fractions were collected and evaporated and the residue was crystallized from 2-propanone/DIPE... Starting materials: ( b ), FC(C1=NC2=CC=CC(=C2C(=C1)C)O)(F)F (2-trifluoromethyl-4-methyl-5-hydroxyquinoline), C1(=CC=CC=C1)C(C(=O)N1CCNCC1)C1=CC=CC=C1 (N-(α,α-diphenylacetyl)piperazine). Product: FC(C1=NC2=CC=CC(=C2C(=C1)C)OCC(CN1CCN(CC1)C(C(C1=CC=CC=C1)C1=CC=CC=C1)=O)O)(F)F (2-Trifluoromethyl-4-methyl-5-[3-(4-(α,α-diphenylacetyl)piperazine-1-yl)-2-hydroxypropoxy]quinoline). Reaction SMILES: [F:1][C:2]([F:16])([F:15])[C:3]1[CH:12]=[C:11]([CH3:13])[C:10]2[C:5](=[CH:6][CH:7]=[CH:8][C:9]=2[OH:14])[N:4]=1.[C:17]1([CH:23]([C:32]2[CH:37]=[CH:36][CH:35]=[CH:34][CH:33]=2)[C:24]([N:26]2[CH2:31][CH2:30][NH:29][CH2:28][CH2:27]2)=[O:25])[CH:22]=[CH:21][CH:20]=[CH:19][CH:18]=1>>[F:16][C:2]([F:1])([F:15])[C:3]1[CH:12]=[C:11]([CH3:13])[C:10]2[C:5](=[CH:6][CH:7]=[CH:8][C:9]=2[O:14][CH2:8][CH:9]([OH:14])[CH2:10][N:29]2[CH2:28][CH2:27][N:26]([C:24](=[O:25])[CH:23]([C:17]3[CH:18]=[CH:19][CH:20]=[CH:21][CH:22]=3)[C:32]3[CH:37]=[CH:36][CH:35]=[CH:34][CH:33]=3)[CH2:31][CH2:30]2)[N:4]=1. Procedure: Following the same procedures as in Example 1-(a) and (b), reaction and treatment were carried out using 2-trifluoromethyl-4-methyl-5-hydroxyquinoline prepared in Example 54 and N-(α,α-diphenylacetyl)piperazine in order to obtain the desired compound. Procedure details: Hydrogen chloride (4 M in 1,4-dioxane) (5.25 mL, 21 mmol) was added to an ambient temperature solution of 1-[4-(2,2-dimethylpropyl)-1-trityl-1H-imidazol-2-yl]-2-[4-(1-methyl-1H-pyrazol-4-yl)phenyl]propan-2-ol (250 mg, 0.42 mmol) in methanol (10 mL). After stirring at 70° C. for 1 h, volatiles were removed. The residue was partitioned between diethyl ether and 1 N hydrochloric acid. The aqueous phase was washed with diethyl ether, basified with 2.5 N aqueous sodium hydroxide and extracted with et... Starting materials: Cl (Hydrogen chloride), CC(CC=1N=C(N(C1)C(C1=CC=CC=C1)(C1=CC=CC=C1)C1=CC=CC=C1)CC(C)(O)C1=CC=C(C=C1)C=1C=NN(C1)C)(C)C (1-[4-(2,2-dimethylpropyl)-1-trityl-1H-imidazol-2-yl]-2-[4-(1-methyl-1H-pyrazol-4-yl)phenyl]propan-2-ol). Run in CO (methanol). Product: CC(CC=1N=C(NC1)CC(C)(O)C1=CC=C(C=C1)C=1C=NN(C1)C)(C)C (1-[4-(2,2-dimethylpropyl)-1H-imidazol-2-yl]-2-[4-(1-methyl-1H-pyrazol-4-yl)phenyl]propan-2-ol). Run at temperature 70 celsius, time 1 hour. RXN SMILES: Cl.[CH3:2][C:3]([CH3:46])([CH3:45])[CH2:4][C:5]1[N:6]=[C:7]([CH2:29][C:30]([C:33]2[CH:38]=[CH:37][C:36]([C:39]3[CH:40]=[N:41][N:42]([CH3:44])[CH:43]=3)=[CH:35][CH:34]=2)([OH:32])[CH3:31])[N:8](C(C2C=CC=CC=2)(C2C=CC=CC=2)C2C=CC=CC=2)[CH:9]=1>CO>[CH3:2][C:3]([CH3:46])([CH3:45])[CH2:4][C:5]1[N:6]=[C:7]([CH2:29][C:30]([C:33]2[CH:38]=[CH:37][C:36]([C:39]3[CH:40]=[N:41][N:42]([CH3:44])[CH:43]=3)=[CH:35][CH:34]=2)([OH:32])[CH3:31])[NH:8][CH:9]=1. Starting materials: S(=O)(=O)(C1=CC=C(C)C=C1)OC[C@H]1CN(CCC1)C ((R)-3-tosyloxymethyl-1-methylpiperidine), BrC1=CC(=C(C(=C1)C)O)C (4-bromo-2,6-dimethylphenol), C([O-])([O-])=O.[Cs+].[Cs+] (cesium carbonate). The solvent is CN(C=O)C (dimethylformamide). Product: BrC1=CC(=C(OC[C@H]2CN(CCC2)C)C(=C1)C)C ((R)-3-(4-bromo-2,6-dimethylphenoxymethyl)-1-methylpiperidine). As a reaction SMILES: S([O:11][CH2:12][C@@H:13]1[CH2:18][CH2:17][CH2:16][N:15]([CH3:19])[CH2:14]1)(C1C=CC(C)=CC=1)(=O)=O.[Br:20][C:21]1[CH:26]=[C:25]([CH3:27])[C:24](O)=[C:23]([CH3:29])[CH:22]=1.C(=O)([O-])[O-].[Cs+].[Cs+]>CN(C)C=O>[Br:20][C:21]1[CH:26]=[C:25]([CH3:27])[C:24]([O:11][CH2:12][C@@H:13]2[CH2:18][CH2:17][CH2:16][N:15]([CH3:19])[CH2:14]2)=[C:23]([CH3:29])[CH:22]=1 |f:2.3.4|. Reported procedure: Alternatively, a solution of (R)-3-tosyloxymethyl-1-methylpiperidine (100 mg, 0.35 mmol), 4-bromo-2,6-dimethylphenol (75 mg, 0.37 mmol), and cesium carbonate (240 mg, 0.74 mmol) in dimethylformamide (4 mL) was heated to 65° C. under a nitrogen atmosphere for 1.5 hours. The solution was cooled to room temperature and partitioned between ethyl acetate (50 mL) and water (30 mL). The organic layer was removed and the aqueous phase extracted once more with ethyl acetate (30 mL). The combined acetate ... Reactants: NC1=CC=CC(=N1)CC(=O)OCC (ethyl 2-(6-aminopyridin-2-yl)acetate), C(C)(=O)OC(C)=O (Acetic anhydride), C(=O)O (formic acid), O (water), resultant solution. Run in C(C)(=O)OCC (ethyl acetate). Reaction conditions: time 30 minute. The product is C(=O)NC1=CC=CC(=N1)CC(=O)OCC (ethyl 2-(6-formamidopyridin-2-yl)acetate). Reaction SMILES: [C:1](OC(=O)C)(=[O:3])C.C(O)=O.[NH2:11][C:12]1[N:17]=[C:16]([CH2:18][C:19]([O:21][CH2:22][CH3:23])=[O:20])[CH:15]=[CH:14][CH:13]=1.O>C(OCC)(=O)C>[CH:1]([NH:11][C:12]1[N:17]=[C:16]([CH2:18][C:19]([O:21][CH2:22][CH3:23])=[O:20])[CH:15]=[CH:14][CH:13]=1)=[O:3]. Procedure details: Acetic anhydride (16.6 ml.) and 98% formic acid (7.32 ml.) were mixed at room temperature and stirred at 50° to 66° C. for 30 minutes. The solution was dropwise added to a solution of ethyl 2-(6-aminopyridin-2-yl)acetate (26.5 g.) in ethyl acetate (250 ml.) at 20° to 23° C. over 30 minutes, and stirred at the same temperature for one hour. Cool water was added to the resultant solution and shaked sufficiently. The ethyl acetate layer was separated, washed with water, an aqueous solution of sodiu... The reactants are O=S(Cl)Cl (SOCl2), ClC1=CC(=C(N=N1)CO)OC ((6-chloro-4-methoxy-pyridazin-3-yl)-methanol). The solvent is C(Cl)Cl (CH2Cl2). Conditions: time 4 hour. Yields the product ClC1=CC(=C(N=N1)CCl)OC (6-chloro-3-chloromethyl-4-methoxy-pyridazine). RXN SMILES: O=S(Cl)[Cl:3].[Cl:5][C:6]1[N:11]=[N:10][C:9]([CH2:12]O)=[C:8]([O:14][CH3:15])[CH:7]=1>C(Cl)Cl>[Cl:5][C:6]1[N:11]=[N:10][C:9]([CH2:12][Cl:3])=[C:8]([O:14][CH3:15])[CH:7]=1. Procedure: Excess SOCl2 is added to a stirred solution of (6-chloro-4-methoxy-pyridazin-3-yl)-methanol (140 mg, 0.8 mmol) in CH2Cl2 (4 mL). The reaction mixture is stirred at room temperature for 4 hours. The solvent is removed in vacuo; toluene (4 mL) is added and evaporated to dryness. Flash column chromatography (silica gel) purification of the residue provides 6-chloro-3-chloromethyl-4-methoxy-pyridazine as a clear oil. Reactants: Cl.O1CCOCC1 (Dioxane HCl), CC1=C(C=NC=C1)N1C(N(CC1)C1=CC2=C(N(N=N2)COCC[Si](C)(C)C)C=C1)=O (1-(4-methyl-pyridin-3-yl)-3-[1-(2-trimethylsilanyl-ethoxymethyl)-1H-benzotriazol-5-yl]-imidazolidin-2-one), CO (MeOH). The solvent is C(Cl)Cl (DCM). Run at time 12 hour. Yields the product Cl.N1N=NC2=C1C=CC(=C2)N2C(N(CC2)C=2C=NC=CC2C)=O (1-(1H-Benzotriazol-5-yl)-3-(4-methyl-pyridin-3-yl)-imidazolidin-2-one Hydrochloride). Yield: 89.4%. Reaction SMILES: [ClH:1].O1CCOCC1.[CH3:8][C:9]1[CH:14]=[CH:13][N:12]=[CH:11][C:10]=1[N:15]1[CH2:19][CH2:18][N:17]([C:20]2[CH:36]=[CH:35][C:23]3[N:24](COCC[Si](C)(C)C)[N:25]=[N:26][C:22]=3[CH:21]=2)[C:16]1=[O:37].CO>C(Cl)Cl>[ClH:1].[NH:24]1[C:23]2[CH:35]=[CH:36][C:20]([N:17]3[CH2:18][CH2:19][N:15]([C:10]4[CH:11]=[N:12][CH:13]=[CH:14][C:9]=4[CH3:8])[C:16]3=[O:37])=[CH:21][C:22]=2[N:26]=[N:25]1 |f:0.1,5.6|. Procedure details: Dioxane HCl (10 ml) was added to 1-(4-methyl-pyridin-3-yl)-3-[1-(2-trimethylsilanyl-ethoxymethyl)-1H-benzotriazol-5-yl]-imidazolidin-2-one (I-141a: 350 mg, 0.78125 mmol) and the resulting mixture was stirred room temperature for 12 hours. The reaction was monitored by TLC (10% MeOH in DCM). The reaction mixture was concentrated and washed with ether. The solid formed was collected and dried under reduced pressure to afford 230 mg of the product (89.4% yield). Starting materials: C(C)(=O)OC1=CC=C(C(=O)C2=CC=C(CSC=3N(C(C4=C(N3)C=CS4)=O)C)C=C2)C=C1 (2-[4-(4-acetoxybenzoyl) benzylthio]-3-methylthieno[3,2-d]pyrimidin-4(3H)-one), [OH-].[Na+].O (sodium hydroxide water). The solvent is C1CCOC1 (THF). Reaction conditions: time 30 minute. The product is OC1=CC=C(C(=O)C2=CC=C(CSC=3N(C(C4=C(N3)C=CS4)=O)C)C=C2)C=C1 (2-[4-(4-Hydroxybenzoyl)benzylthio]-3-methylthieno-[3,2-d]pyrimidin-4(3H)-one). Isolated yield 101.2%. RXN SMILES: C([O:4][C:5]1[CH:31]=[CH:30][C:8]([C:9]([C:11]2[CH:29]=[CH:28][C:14]([CH2:15][S:16][C:17]3[N:18]([CH3:27])[C:19](=[O:26])[C:20]4[S:25][CH:24]=[CH:23][C:21]=4[N:22]=3)=[CH:13][CH:12]=2)=[O:10])=[CH:7][CH:6]=1)(=O)C.[OH-].[Na+].O>C1COCC1>[OH:4][C:5]1[CH:31]=[CH:30][C:8]([C:9]([C:11]2[CH:29]=[CH:28][C:14]([CH2:15][S:16][C:17]3[N:18]([CH3:27])[C:19](=[O:26])[C:20]4[S:25][CH:24]=[CH:23][C:21]=4[N:22]=3)=[CH:13][CH:12]=2)=[O:10])=[CH:7][CH:6]=1 |f:1.2.3|. Procedure: To a solution of 2-[4-(4-acetoxybenzoyl) benzylthio]-3-methylthieno[3,2-d]pyrimidin-4(3H)-one (3.51 g) in THF (20 ml) was added 1N-sodium hydroxide/water (10 ml) and the mixture was stirred at room temperature for 30 minutes. This reaction mixture was concentrated, the residue was dissolved in water, and 1N-hydrochloric acid was added. The resulting crystals were collected by filtration, rinsed with water, and dried to provide the title compound as colorless solid (3.22 g).